This data is from the Open Reaction Database (ORD), a public repository of structured organic reaction records. The task is: describe an organic reaction: reactants, conditions, products, and yield Reactants: NC1=CC(=C(C(=O)O)C=C1)OCC (4-amino-2-ethoxybenzoic acid), N(=O)[O-] (nitrite), [C-]#N (cyanide), [C-]#N.[Na+] (sodium cyanide), C([O-])([O-])=O.[Na+].[Na+] (sodium carbonate), N(=O)[O-].[Na+] (sodium nitrite). Reagents/catalysts: [Cu](Cl)Cl (copper chloride). Solvent: Cl (hydrochloric acid), O (water), O (water), O (water). Conditions: time 5 minute. Product: C(#N)C1=CC(=C(C(=O)O)C=C1)OCC (4-cyano-2-ethoxybenzoic acid). RXN SMILES: N[C:2]1[CH:10]=[CH:9][C:5]([C:6]([OH:8])=[O:7])=[C:4]([O:11][CH2:12][CH3:13])[CH:3]=1.N([O-])=O.[Na+].C(=O)([O-])[O-].[Na+].[Na+].[C-:24]#[N:25].[Na+].N([O-])=O.[C-]#N>Cl.O.[Cu](Cl)Cl>[C:24]([C:2]1[CH:10]=[CH:9][C:5]([C:6]([OH:8])=[O:7])=[C:4]([O:11][CH2:12][CH3:13])[CH:3]=1)#[N:25] |f:1.2,3.4.5,6.7|. Reported procedure: A suspension 4-amino-2-ethoxybenzoic acid (20 g, 110 mmol) in 2N hydrochloric acid (200 mL) was well stirred with ice bath cooling. To this was added sodium nitrite (7.68 g, 111 mmol) in 22 mL of water. After stirring for 5 min, solid sodium carbonate was added to adjust the pH to 9-10. Separately, copper chloride (14.2 g, 143 mmol) in 200 mL water was slowly added to a solution of sodium cyanide ((18.28 g, 371 mmol) in 200 mL water at 0-5° C. and stirred for 2 h. The cold nitrite solution was a... The product is OC1=C(C(=O)O)C=C(C=C1)C=1C=NC=CC1 (2-hydroxy-5-(pyridin-3-yl)benzoic acid). Reactants: FC(C(=O)O)(F)F (Trifluoroacetic acid), C(C1=CC=CC=C1)OC1=C(C(=O)O)C=C(C=C1)C=1C=NC=CC1 (2-(benzyloxy)-5-(pyridin-3-yl)benzoic acid). Reported procedure: Trifluoroacetic acid (6.0 mL) was added to 2-(benzyloxy)-5-(pyridin-3-yl)benzoic acid (0.31 g), followed by stirring at room temperature for 3 hours. The solvent was evaporated under reduced pressure, and ethyl acetate was added to the obtained residue. The solid substance was collected by filtration to obtain 2-hydroxy-5-(pyridin-3-yl)benzoic acid as a white solid. Reaction SMILES: FC(F)(F)C(O)=O.C([O:15][C:16]1[CH:24]=[CH:23][C:22]([C:25]2[CH:26]=[N:27][CH:28]=[CH:29][CH:30]=2)=[CH:21][C:17]=1[C:18]([OH:20])=[O:19])C1C=CC=CC=1>>[OH:15][C:16]1[CH:24]=[CH:23][C:22]([C:25]2[CH:26]=[N:27][CH:28]=[CH:29][CH:30]=2)=[CH:21][C:17]=1[C:18]([OH:20])=[O:19]. Conditions: time 3 hour. Yields the product CCOC(=O)C1(C2CN(C(C)c3ccccc3)C(=S)C2C)CC1. RXN SMILES: [CH2:1]([CH3:2])[O:3][C:4](=[O:5])[C:6]1([CH:9]2[CH:10]([CH3:23])[C:11](=[O:22])[N:12]([CH:14]([CH3:15])[c:16]3[cH:17][cH:18][cH:19][cH:20][cH:21]3)[CH2:13]2)[CH2:7][CH2:8]1.[CH3:24][O:25][c:26]1[cH:27][cH:28][c:29]([P:30]2(=[S:33])[S:31][P:32]([c:34]3[cH:35][cH:36][c:37]([O:38][CH3:39])[cH:40][cH:41]3)(=[S:42])[S:43]2)[cH:44][cH:45]1.[cH:46]1[cH:47][cH:48][cH:49][cH:50][cH:51]1>>[CH2:1]([CH3:2])[O:3][C:4](=[O:5])[C:6]1([CH:9]2[CH:10]([CH3:23])[C:11](=[S:33])[N:12]([CH:14]([CH3:15])[c:16]3[cH:17][cH:18][cH:19][cH:20][cH:21]3)[CH2:13]2)[CH2:7][CH2:8]1. Reactants: CCOC(=O)C1(C2CN(C(C)c3ccccc3)C(=O)C2C)CC1, COc1ccc(P2(=S)SP(=S)(c3ccc(OC)cc3)S2)cc1, c1ccccc1.